Dataset: the Open Reaction Database (ORD), a public repository of structured organic reaction records. Task: describe an organic reaction: reactants, conditions, products, and yield Starting materials: CCCCN1CCCCC1C(=O)NC=2C(=CC=CC2C)C.Cl (bupivacaine HCl), OCC(O)CO (glycerin), 1a, polynucleotide. Solvent: O (water). The product is polynucleotide, CCCCN1CCCCC1C(=O)NC=2C(=CC=CC2C)C (bupivacaine). RXN SMILES: [CH3:1][CH2:2][CH2:3][CH2:4][N:5]1[CH:10]([C:11]([NH:13][C:14]2[C:15]([CH3:21])=[CH:16][CH:17]=[CH:18][C:19]=2[CH3:20])=[O:12])[CH2:9][CH2:8][CH2:7][CH2:6]1.Cl.OCC(CO)O>O>[CH3:1][CH2:2][CH2:3][CH2:4][N:5]1[CH:10]([C:11]([NH:13][C:14]2[C:15]([CH3:21])=[CH:16][CH:17]=[CH:18][C:19]=2[CH3:20])=[O:12])[CH2:9][CH2:8][CH2:7][CH2:6]1 |f:0.1|. Procedure details: A composition suitable for administration in vaginal suppository form 1a prepared by weighing 2 mg of finely divided polynucleotide medicinal substance into a tared container, adding 10 ml of 0.5% bupivacaine HCl in purified water, to make a total of 10 g, and dissolving or mixing depending on the solubility of the medicinal substance; 70 g of glycerin is added and mixed; 20 g of granular gelatin is then added and the composition heated carefully on a steam bath until the gelatin is dissolved. T... Run in C(Cl)Cl (methylene chloride), C(Cl)Cl (methylene chloride). Starting materials: F[B-](F)(F)F.C(C)[O+](CC)CC (triethyloxonium tetrafluoroborate), C1(CCCC1)N1N=C(C2=C1C(NCC2)=O)CC (1-cyclopentyl-3-ethyl-1,4,5,6-tetrahydro-pyrazolo[3,4-c]pyridin-7-one). As a reaction SMILES: F[B-](F)(F)F.C([O+:8]([CH2:11][CH3:12])[CH2:9][CH3:10])C.[CH:13]1([N:18]2[C:22]3[C:23](=O)[NH:24]CC[C:21]=3[C:20]([CH2:28][CH3:29])=[N:19]2)[CH2:17][CH2:16][CH2:15][CH2:14]1>C(Cl)Cl>[CH:13]1([N:18]2[C:12]3[C:11]([O:8][CH2:9][CH3:10])=[N:24][CH2:23][CH2:22][C:21]=3[C:20]([CH2:28][CH3:29])=[N:19]2)[CH2:14][CH2:15][CH2:16][CH2:17]1 |f:0.1|. Yields the product C1(CCCC1)N1N=C(C2=C1C(=NCC2)OCC)CC (1-Cyclopentyl-7-ethoxy-3-ethyl-4,5-dihydro-1H-pyrazolo[3,4-c]pyridine). Procedure: A solution of triethyloxonium tetrafluoroborate (3.371 kg, 17.74 moles) in methylene chloride (10.8 L) was slowly added to a suspension of 1-cyclopentyl-3-ethyl-1,4,5,6-tetrahydro-pyrazolo[3,4-c]pyridin-7-one (3.6 kg, 15.43 moles) in methylene chloride (7.2 L) over a period of about 40 minutes. The solution was then allowed to react for about 21 hours at 18-22° C. After the reaction was complete, the organic solution was washed with aqueous 10 % sodium carbonate (36 L) and evaporated to an oil w... Reactants: Cl.NN1CCOC2=C1C=CC=C2 (4-Amino-3,4-dihydro-2H-1,4-benzoxazine hydrochloride), C1(CC1)N1CCC(CC1)=O (1-cyclopropyl-4-piperidone). The product is Cl.C1(CC1)N1CC2=C(N3CCOC4=C3C2=CC=C4)CC1 (8-cyclopropyl-1,2,7,8,9,10-hexahydropyrido[3',4':4,5]pyrrolo[1,2,3-de][1,4]benzoxazine hydrochloride). Reaction SMILES: [ClH:1].N[N:3]1[C:8]2[CH:9]=[CH:10][CH:11]=[CH:12][C:7]=2[O:6][CH2:5][CH2:4]1.[CH:13]1([N:16]2[CH2:21][CH2:20][C:19](=O)[CH2:18][CH2:17]2)[CH2:15][CH2:14]1>>[ClH:1].[CH:13]1([N:16]2[CH2:21][CH2:20][C:19]3[N:3]4[C:8]5[C:9](=[CH:10][CH:11]=[CH:12][C:7]=5[O:6][CH2:5][CH2:4]4)[C:18]=3[CH2:17]2)[CH2:15][CH2:14]1 |f:0.1,3.4|. Reported procedure: 4-Amino-3,4-dihydro-2H-1,4-benzoxazine hydrochloride is reacted with 1-cyclopropyl-4-piperidone according to the procedure of Example 110 to yield the title compound, m.p. 232°-233° . Reactants: CO, [Na+], [OH-], COC(=O)CSc1snnc1-c1cccc2ccccc12. Product: O=C(O)CSc1snnc1-c1cccc2ccccc12. Reaction SMILES: [CH3:24][OH:25].[Na+:23].[OH-:22].[c:1]1(-[c:11]2[n:12][n:13][s:14][c:15]2[S:16][CH2:17][C:18](=[O:19])[O:20][CH3:21])[cH:2][cH:3][cH:4][c:5]2[cH:6][cH:7][cH:8][cH:9][c:10]12>>[c:1]1(-[c:11]2[n:12][n:13][s:14][c:15]2[S:16][CH2:17][C:18](=[O:19])[OH:20])[cH:2][cH:3][cH:4][c:5]2[cH:6][cH:7][cH:8][cH:9][c:10]12. Solvent: CN(C)C=O (DMF). Reported procedure: 9-Benzyl-8-chloro-9H-carbazol-4-ol (0.0826 g, 0.27mmol), 2-diethylaminoethylchloride hydrochloride (0.0719 g, 0.42 mmol), potassium carbonate (0.1157 g, 0.84 mmol), sodium iodide (0.0031 g, 0.021 mmol) and DMF (1 mL) are heated at 85° C. for 4 h. After the mixture had cooled, it is partitioned between water and ether. The combined organic layers are dried over magnesium sulfate and concentrated to an oil. The oil is chromatographed on silica gel (30 mL) using methanol/dichloromethane (1/99 to 2/... Reaction SMILES: [CH2:1]([N:8]1[C:20]2[CH:19]=[CH:18][CH:17]=[C:16]([OH:21])[C:15]=2[C:14]2[C:9]1=[C:10]([Cl:22])[CH:11]=[CH:12][CH:13]=2)[C:2]1[CH:7]=[CH:6][CH:5]=[CH:4][CH:3]=1.Cl.[CH2:24]([N:26]([CH2:30][CH3:31])[CH2:27][CH2:28]Cl)[CH3:25].C(=O)([O-])[O-].[K+].[K+].[I-].[Na+]>CN(C=O)C>[CH2:1]([N:8]1[C:20]2[CH:19]=[CH:18][CH:17]=[C:16]([O:21][CH2:25][CH2:24][N:26]([CH2:30][CH3:31])[CH2:27][CH3:28])[C:15]=2[C:14]2[C:9]1=[C:10]([Cl:22])[CH:11]=[CH:12][CH:13]=2)[C:2]1[CH:3]=[CH:4][CH:5]=[CH:6][CH:7]=1 |f:1.2,3.4.5,6.7|. Yields the product C(C1=CC=CC=C1)N1C2=C(C=CC=C2C=2C(=CC=CC12)OCCN(CC)CC)Cl (N-{2-[(9-Benzyl-8-chloro-9H-carbazol-4-yl)oxy]ethyl}-N,N-diethylamine). Reactants: C(C1=CC=CC=C1)N1C2=C(C=CC=C2C=2C(=CC=CC12)O)Cl (9-Benzyl-8-chloro-9H-carbazol-4-ol), Cl.C(C)N(CCCl)CC (2-diethylaminoethylchloride hydrochloride), C([O-])([O-])=O.[K+].[K+] (potassium carbonate), [I-].[Na+] (sodium iodide). Yield: 61.4%.